This data is from the Open Reaction Database (ORD), a public repository of structured organic reaction records. The task is: describe an organic reaction: reactants, conditions, products, and yield The reactants are C(C)OC(CC1=CC(=CC=C1)OC1=C(C=C(C=C1)F)CO)=O ([3-(4-fluoro-2-hydroxymethyl-phenoxy)-phenyl]-acetic acid ethyl ester), P(Br)(Br)Br (phosphorus tribromide). The solvent is O1CCOCC1 (1,4-dioxane). Reaction conditions: time 1 hour. Product: C(C)OC(CC1=CC(=CC=C1)OC1=C(C=C(C=C1)F)CBr)=O ([3-(2-Bromomethyl-4-fluoro-phenoxy)-phenyl]-acetic acid ethyl ester). The yield is 71.0%. Reaction SMILES: [CH2:1]([O:3][C:4](=[O:22])[CH2:5][C:6]1[CH:11]=[CH:10][CH:9]=[C:8]([O:12][C:13]2[CH:18]=[CH:17][C:16]([F:19])=[CH:15][C:14]=2[CH2:20]O)[CH:7]=1)[CH3:2].P(Br)(Br)[Br:24]>O1CCOCC1>[CH2:1]([O:3][C:4](=[O:22])[CH2:5][C:6]1[CH:11]=[CH:10][CH:9]=[C:8]([O:12][C:13]2[CH:18]=[CH:17][C:16]([F:19])=[CH:15][C:14]=2[CH2:20][Br:24])[CH:7]=1)[CH3:2]. Procedure: To [3-(4-fluoro-2-hydroxymethyl-phenoxy)-phenyl]-acetic acid ethyl ester (0.35 g, 1.15 mmol) in 1,4-dioxane was added phosphorus tribromide (0.14 mL, 1.49 mmol), and the reaction was stirred for 1 hour at room temperature. After work-up, 0.3 g of the desired product was obtained. Starting materials: N(=[N+]=[N-])[C@H]1[C@H](COC1)O[Si](C)(C)C(C)(C)C ([(3R,4R)-4-azidotetrahydrofuran-3-yl]oxy-tert-butyl-dimethyl-silane). Reagents/catalysts: [Pd] (palladium on carbon). Solvent: C(C)O (ethanol). Reaction conditions: time 16 hour. The product is [Si](C)(C)(C(C)(C)C)O[C@@H]1[C@@H](COC1)N ((3R,4R)-4-(tert-Butyl(dimethyl)silyl)oxytetrahydrofuran-3-amine). The yield is 88.1%. As a reaction SMILES: [N:1]([C@@H:4]1[CH2:8][O:7][CH2:6][C@@H:5]1[O:9][Si:10]([C:13]([CH3:16])([CH3:15])[CH3:14])([CH3:12])[CH3:11])=[N+]=[N-]>[Pd].C(O)C>[Si:10]([O:9][C@H:5]1[CH2:6][O:7][CH2:8][C@H:4]1[NH2:1])([C:13]([CH3:16])([CH3:15])[CH3:14])([CH3:12])[CH3:11]. Procedure details: A mixture of [(3R,4R)-4-azidotetrahydrofuran-3-yl]oxy-tert-butyl-dimethyl-silane (1.27 g, 5.22 mmol) and 10% palladium on carbon (25 mg, 0.023 mmol) in ethanol (20 mL) is stirred at room temperature under a hydrogen balloon for 16 h. The reaction is filtered through a pad of diatomaceous earth and the filtrate is concentrated in vacuo to give the title compound as a colorless oil (1.0 g, 88%). LC-ES/MS m/z 218 (M+1). The reactants are CCO, N#CCCCCl, [Na+], [OH-], O, SCc1ccco1. Product: N#CCCCSCc1ccco1. As a reaction SMILES: [CH3:17][CH2:18][OH:19].[Cl:10][CH2:11][CH2:12][CH2:13][C:14]#[N:15].[Na+:2].[OH-:1].[OH2:16].[o:3]1[c:4]([CH2:8][SH:9])[cH:5][cH:6][cH:7]1>>[o:3]1[c:4]([CH2:8][S:9][CH2:11][CH2:12][CH2:13][C:14]#[N:15])[cH:5][cH:6][cH:7]1. Reactants: Cl.ClC(CCl)C1=CC=NC=C1 (4-(1,2-dichloroethyl)pyridine hydrochloride), C(C)O (ethanol). Yields the product Cl.ClC(COCC)C1=CC=NC=C1 (4-(1-chloro-2-ethoxyethyl)pyridine hydrochloride). RXN SMILES: Cl.[Cl:2][CH:3]([C:6]1[CH:11]=[CH:10][N:9]=[CH:8][CH:7]=1)[CH2:4]Cl.[CH2:12]([OH:14])[CH3:13]>>[ClH:2].[Cl:2][CH:3]([C:6]1[CH:11]=[CH:10][N:9]=[CH:8][CH:7]=1)[CH2:4][O:14][CH2:12][CH3:13] |f:0.1,3.4|. Procedure details: About 2 g of 4-(1,2-dichloroethyl)pyridine hydrochloride were refluxed in absolute ethanol overnight. Excess ethanol was then evaporated, and the remaining traces were removed on a vacuum pump. The process resulted in the production of 2.5 g of 4-(1-chloro-2-ethoxyethyl)pyridine hydrochloride.